The task is: describe an organic reaction: reactants, conditions, products, and yield. This data is from the Open Reaction Database (ORD), a public repository of structured organic reaction records. Reactants: FC1=C(C(C(=O)OC)=C(C(=C1C[N+](=O)[O-])F)F)C(=O)OC (Dimethyl 3,5,6-trifluoro-4-nitromethylphthalate), C(CCC)[SnH](CCCC)CCCC (tributyltin hydride), N(=NC(C#N)(C)C)C(C#N)(C)C (α,α'-azobisisobutyronitrile). Run in C1=CC=CC=C1 (benzene). Yields the product FC1=C(C(=O)O)C=C(C(=C1C)F)F (2,4,5-trifluoro-3-methylbenzoic acid). The yield is 86.1%. As a reaction SMILES: [F:1][C:2]1[C:11]([CH2:12][N+]([O-])=O)=[C:10]([F:16])[C:9]([F:17])=[C:4](C(OC)=O)[C:3]=1[C:18]([O:20]C)=[O:19].C([SnH](CCCC)CCCC)CCC.N(C(C)(C)C#N)=NC(C)(C)C#N>C1C=CC=CC=1>[F:1][C:2]1[C:11]([CH3:12])=[C:10]([F:16])[C:9]([F:17])=[CH:4][C:3]=1[C:18]([OH:20])=[O:19]. Procedure: A mixture of 4.6 g of compound 42, 6.8 g of tributyltin hydride, 300 mg of α,α'-azobisisobutyronitrile and 70 ml of benzene was refluxed for 4 hours. The reaction mixture was then concentrated under reduced pressure and the residue was subjected to silica gel (50 g) column chromatography eluting with benzene. The procedure gave 2.45 g of title compound 45as a light yellow coil. Starting materials: C(COCCOC)N(CCOCCOC)CCOCCOC (tris(3,6-dioxaheptyl)amine), C(C)(C)(C)OC(=O)NC=1C=CC(=C(CN(C(OC(C)(C)C)=O)C)C1)CC#N (tert-Butyl 5-((tert-butoxycarbonyl)amino)-2-(cyanomethyl)benzyl(methyl)carbamate), C=O (paraformaldehyde), C([O-])([O-])=O.[K+].[K+] (potassium carbonate). Solvent: CCOC(=O)C (EtOAc), O (water), C1(=CC=CC=C1)C (toluene). Run at temperature 85 celsius, time 10 hour. Yields the product C(C)(C)(C)OC(=O)NC=1C=CC(=C(CN(C(OC(C)(C)C)=O)C)C1)C(=C)C#N (tert-Butyl 5-((tert-butoxycarbonyl)amino)-2-(1-cyanovinyl)benzyl(methyl)carbamate). Yield: 78.9%. As a reaction SMILES: [C:1]([O:5][C:6]([NH:8][C:9]1[CH:10]=[CH:11][C:12]([CH2:25][C:26]#[N:27])=[C:13]([CH:24]=1)[CH2:14][N:15]([CH3:23])[C:16](=[O:22])[O:17][C:18]([CH3:21])([CH3:20])[CH3:19])=[O:7])([CH3:4])([CH3:3])[CH3:2].[C:28](=O)([O-])[O-].[K+].[K+].C=O.C(N(CCOCCOC)CCOCCOC)COCCOC>C1(C)C=CC=CC=1.CCOC(C)=O.O>[C:1]([O:5][C:6]([NH:8][C:9]1[CH:10]=[CH:11][C:12]([C:25]([C:26]#[N:27])=[CH2:28])=[C:13]([CH:24]=1)[CH2:14][N:15]([CH3:23])[C:16](=[O:22])[O:17][C:18]([CH3:19])([CH3:20])[CH3:21])=[O:7])([CH3:4])([CH3:2])[CH3:3] |f:1.2.3|. Procedure: 36E (0.344 g, 0.916 mmol) was dissolved in toluene (4 mL), and to the resulting solution were sequentially added potassium carbonate (0.253 g, 1.832 mmol), paraformaldehyde (0.275 g, 9.16 mmol) and tris(3,6-dioxaheptyl)amine (tda-1) (0.029 mL, 0.092 mmol). The reaction mixture was stirred at 85° C. for 10 h, then diluted with EtOAc (20 mL) and water (10 mL) and stirred for 15 min. The organic phase was separated, washed with water (3×10 mL), brine (1×10 mL) and dried (Na2SO4). EtOAc was removed ... The reactants are BrCCCCCCOCCC=1OC2=C(N1)C=CC=C2 (2-[2-[(6-bromohexyl)oxy]ethyl]benzoxazole), C(C1=CC=CC=C1)N (benzylamine). Solvent: CCOCC (ether). Product: O1C(=NC2=C1C=CC=C2)CCOCCCCCCNCC2=CC=CC=C2 (N-[6-[2-(2-Benzoxazolyl)ethoxy]hexyl]benzenemethanamine). RXN SMILES: Br[CH2:2][CH2:3][CH2:4][CH2:5][CH2:6][CH2:7][O:8][CH2:9][CH2:10][C:11]1[O:12][C:13]2[CH:19]=[CH:18][CH:17]=[CH:16][C:14]=2[N:15]=1.[CH2:20]([NH2:27])[C:21]1[CH:26]=[CH:25][CH:24]=[CH:23][CH:22]=1>CCOCC>[O:12]1[C:13]2[CH:19]=[CH:18][CH:17]=[CH:16][C:14]=2[N:15]=[C:11]1[CH2:10][CH2:9][O:8][CH2:7][CH2:6][CH2:5][CH2:4][CH2:3][CH2:2][NH:27][CH2:20][C:21]1[CH:26]=[CH:25][CH:24]=[CH:23][CH:22]=1. Procedure details: A solution of 2-[2-[(6-bromohexyl)oxy]ethyl]benzoxazole (1.55 g) in benzylamine (6 ml) was heated at 125° for 2 h under nitrogen, cooled, diluted with ether (100 ml) and the ether suspension washed with 8% sodium bicarbonate solution (25 ml). The organic phase was dried and evaporated in vacuo. Benzylamine was removed by bulb to bulb distillation (b.p. 130°/25 mm) to leave a product which was purified by chromatography over silica (Merck 60) eluting with System B (89:10:1) to afford the title co... Reactants: CN1C(CC(CC1(C)C)OC1=CC=C2C=CC(OC2=C1)=O)(C)C (7-(1,2,2,6,6-pentamethyl-piperidin-4-yloxy)-chromen-2-one), CCOC(=O)/N=N/C(=O)OCC (diethylazodicarboxylate), Cl (Hydrochloric acid). Solvent: C1(=CC=CC=C1)C (toluene). Reaction conditions: temperature 115 celsius, time 15 hour. Product: Cl.CC1(NC(CC(C1)OC1=CC=C2C=CC(OC2=C1)=O)(C)C)C (7-(2,2,6,6-Tetramethyl-piperidin-4-yloxy)-chromen-2-one hydrochloric acid salt). RXN SMILES: C[N:2]1[C:7]([CH3:9])([CH3:8])[CH2:6][CH:5]([O:10][C:11]2[CH:20]=[C:19]3[C:14]([CH:15]=[CH:16][C:17](=[O:21])[O:18]3)=[CH:13][CH:12]=2)[CH2:4][C:3]1([CH3:23])[CH3:22].CCOC(/N=N/C(OCC)=O)=O.[ClH:36]>C1(C)C=CC=CC=1>[ClH:36].[CH3:8][C:7]1([CH3:9])[CH2:6][CH:5]([O:10][C:11]2[CH:20]=[C:19]3[C:14]([CH:15]=[CH:16][C:17](=[O:21])[O:18]3)=[CH:13][CH:12]=2)[CH2:4][C:3]([CH3:23])([CH3:22])[NH:2]1 |f:4.5|. Procedure details: A mixture of 7-(1,2,2,6,6-pentamethyl-piperidin-4-yloxy)-chromen-2-one (0.69 g, 2.2 mmol), diethylazodicarboxylate (1.0 ml, 6.6 ml) and toluene (50 ml) was stirred at 115° C. for 15 h. Hydrochloric acid (10 ml, 2 N) was added to the mixture and was refluxed for 1 h. The mixture was cooled and the product precipitated as the hydrochloric acid salt. Yield 0.26 g (37%). Mp>300° C. Starting materials: OC1CN(CCC1C1=CC=C(C=C1)O)C(=O)OC(C)(C)C (tert-butyl 3-hydroxy-4-(4-hydroxyphenyl)piperidine-1-carboxylate), BrCCCOC1=CC(=CC=C1)OC (1-(3-bromopropoxy)-3-methoxybenzene). Yields the product OC1CN(CCC1C1=CC=C(C=C1)OCCCOC1=CC(=CC=C1)OC)C(=O)OC(C)(C)C (tert-Butyl 3-hydroxy-4-{4-[3-(3-methoxyphenoxy)propoxy]phenyl}piperidine-1-carboxylate). Reaction SMILES: [OH:1][CH:2]1[CH:7]([C:8]2[CH:13]=[CH:12][C:11]([OH:14])=[CH:10][CH:9]=2)[CH2:6][CH2:5][N:4]([C:15]([O:17][C:18]([CH3:21])([CH3:20])[CH3:19])=[O:16])[CH2:3]1.Br[CH2:23][CH2:24][CH2:25][O:26][C:27]1[CH:32]=[CH:31][CH:30]=[C:29]([O:33][CH3:34])[CH:28]=1>>[OH:1][CH:2]1[CH:7]([C:8]2[CH:9]=[CH:10][C:11]([O:14][CH2:23][CH2:24][CH2:25][O:26][C:27]3[CH:32]=[CH:31][CH:30]=[C:29]([O:33][CH3:34])[CH:28]=3)=[CH:12][CH:13]=2)[CH2:6][CH2:5][N:4]([C:15]([O:17][C:18]([CH3:21])([CH3:20])[CH3:19])=[O:16])[CH2:3]1. Procedure: Analogously to Method I, 0.750 g of tert-butyl 3-hydroxy-4-(4-hydroxyphenyl)piperidine-1-carboxylate and 0.808 g of 1-(3-bromopropoxy)-3-methoxybenzene are reacted. The title compound is obtained as a slightly yellowish oil. Rf=0.30 (1:2 EtOAc-heptane); Rt=5.18.